From a dataset of the Open Reaction Database (ORD), a public repository of structured organic reaction records. describe an organic reaction: reactants, conditions, products, and yield The reactants are COc1ccc(OC)c(C)c1, CN(C=O)c1ccccc1, O, O=P(Cl)(Cl)Cl. Product: COc1cc(C=O)c(OC)cc1C. As a reaction SMILES: [CH3:16][O:17][c:18]1[c:19]([CH3:26])[cH:20][c:21]([O:24][CH3:25])[cH:22][cH:23]1.[CH3:6][N:7]([c:8]1[cH:9][cH:10][cH:11][cH:12][cH:13]1)[CH:14]=[O:15].[OH2:27].[P:1]([Cl:2])([Cl:3])([Cl:4])=[O:5]>>[CH:14](=[O:15])[c:22]1[c:21]([O:24][CH3:25])[cH:20][c:19]([CH3:26])[c:18]([O:17][CH3:16])[cH:23]1. The reactants are C(C)(=O)O (acetic acid), C(C)(=O)[O-].[Na+] (sodium acetate), C(#N)[BH3-].[Na+] (sodium cyanoborohydride), COC1=NC=2C=C(C=C(C2N=C1OC)C=O)[N+](=O)[O-] (2,3-dimethoxy-7-nitroquinoxaline-5-carbaldehyde), NC(C)P(OC)(OC)=O (dimethyl α-aminoethylphosphonate), S(=O)(=O)([O-])[O-].[Mg+2] (magnesium sulfate), Cl (hydrochloric acid). The solvent is CS(=O)C (DMSO). Run at time 24 hour. The product is [N+](=O)([O-])C1=CC(=C2N=C(C(=NC2=C1)OC)OC)CNC(C)P(OC)(OC)=O (Dimethyl N-(7-nitro-2,3-dimethoxyquinoxalin-5-ylmethyl)-α-aminoethylphosphonate). RXN SMILES: [CH3:1][O:2][C:3]1[C:12]([O:13][CH3:14])=[N:11][C:10]2[C:9]([CH:15]=O)=[CH:8][C:7]([N+:17]([O-:19])=[O:18])=[CH:6][C:5]=2[N:4]=1.[NH2:20][CH:21]([P:23](=[O:28])([O:26][CH3:27])[O:24][CH3:25])[CH3:22].S([O-])([O-])(=O)=O.[Mg+2].C(O)(=O)C.C([O-])(=O)C.[Na+].C([BH3-])#N.[Na+].Cl>CS(C)=O>[N+:17]([C:7]1[CH:6]=[C:5]2[C:10]([N:11]=[C:12]([O:13][CH3:14])[C:3]([O:2][CH3:1])=[N:4]2)=[C:9]([CH2:15][NH:20][CH:21]([P:23](=[O:28])([O:26][CH3:27])[O:24][CH3:25])[CH3:22])[CH:8]=1)([O-:19])=[O:18] |f:2.3,5.6,7.8|. Procedure details: 150 mg (0.569 mmol) of 2,3-dimethoxy-7-nitroquinoxaline-5-carbaldehyde, 90 mg (1.04 eq.) of dimethyl α-aminoethylphosphonate and 500 mg (7.3 eq.) of magnesium sulfate are dissolved in 5 ml of DMSO and stirred at room temperature for 24 hours. The reaction mixture is filtered off, the filtrate is evaporated and the residue is dissolved in 5 ml of methanol. 0.027 ml (1 eq.) of acetic acid, 78 mg (2 eq.) of sodium acetate and 36 mg (1.2 eq.) of sodium cyanoborohydride are added and the mixture is s... Reactants: Cl (hydrochloric acid), P(=O)(Cl)(Cl)Cl (phosphorus oxychloride), FC1=C(C(=C(C(=C1F)C(=O)N)F)F)C (2,3,5,6-tetrafluoro-4-toluamide). The solvent is C(Cl)Cl (methylene chloride), N1=CC=CC=C1 (pyridine). Yields the product C(#N)C1=C(C(=C(C(=C1F)F)C)F)F (4-cyano-2,3,5,6-tetrafluorotoluene). As a reaction SMILES: P(Cl)(Cl)(Cl)=O.[F:6][C:7]1[C:12]([F:13])=[C:11]([C:14]([NH2:16])=O)[C:10]([F:17])=[C:9]([F:18])[C:8]=1[CH3:19].Cl>C(Cl)Cl.N1C=CC=CC=1>[C:14]([C:11]1[C:10]([F:17])=[C:9]([F:18])[C:8]([CH3:19])=[C:7]([F:6])[C:12]=1[F:13])#[N:16]. Reported procedure: A solution of phosphorus oxychloride (1.4 g) in methylene chloride (4 ml) was added slowly to a solution of 2,3,5,6-tetrafluoro-4-toluamide (1.0 g) in pyridine (8 ml) at -5° C. When the addition was complete the mixture was warmed to the ambient temperature over a period of 90 minutes, poured into a mixture of dilute hydrochloric acid and ice, and the resultant mixture was extracted with methylene chloride. After washing the extract with water (three times) and drying over anhydrous magnesium su... The reactants are C(CCC)C1=CC=C(C=C1)C#CC1=CC=C(CN(C(=O)C2=NNC3=CC=CC=C23)CC2=CC=C(OCC(=O)OC)C=C2)C=C1 (methyl (4-{[{4-[(4-butylphenyl)ethynyl]benzyl}(1H-indazol-3-ylcarbonyl)amino]methyl}phenoxy)acetate), [OH-].[Na+] (NaOH), oil. The solvent is CO.C1CCOC1 (MeOH THF). Product: C(CCC)C1=CC=C(C=C1)C#CC1=CC=C(CN(C(=O)C2=NNC3=CC=CC=C23)CC2=CC=C(OCC(=O)O)C=C2)C=C1 ((4-{[{4-[(4-butylphenyl)ethynyl]benzyl}(1H-indazol-3-ylcarbonyl)amino]methyl}phenoxy)acetic acid). As a reaction SMILES: [CH2:1]([C:5]1[CH:10]=[CH:9][C:8]([C:11]#[C:12][C:13]2[CH:44]=[CH:43][C:16]([CH2:17][N:18]([CH2:30][C:31]3[CH:42]=[CH:41][C:34]([O:35][CH2:36][C:37]([O:39]C)=[O:38])=[CH:33][CH:32]=3)[C:19]([C:21]3[C:29]4[C:24](=[CH:25][CH:26]=[CH:27][CH:28]=4)[NH:23][N:22]=3)=[O:20])=[CH:15][CH:14]=2)=[CH:7][CH:6]=1)[CH2:2][CH2:3][CH3:4].[OH-].[Na+]>CO.C1COCC1>[CH2:1]([C:5]1[CH:6]=[CH:7][C:8]([C:11]#[C:12][C:13]2[CH:14]=[CH:15][C:16]([CH2:17][N:18]([CH2:30][C:31]3[CH:32]=[CH:33][C:34]([O:35][CH2:36][C:37]([OH:39])=[O:38])=[CH:41][CH:42]=3)[C:19]([C:21]3[C:29]4[C:24](=[CH:25][CH:26]=[CH:27][CH:28]=4)[NH:23][N:22]=3)=[O:20])=[CH:43][CH:44]=2)=[CH:9][CH:10]=1)[CH2:2][CH2:3][CH3:4] |f:1.2,3.4|. Reported procedure: The titled compound was prepared following the procedure F using methyl (4-{[{4-[(4-butylphenyl)ethynyl]benzyl}(1H-indazol-3-ylcarbonyl)amino]methyl}phenoxy)acetate and NaOH 1N in the presence of MeOH/THF, as a yellow oil (75%). 1H NMR (MeOD, 300 MHz) δ 8.09 (m, 1H), 7.17-7.64 (m, 13H), 6.90 (m, 2H), 5.07 (s, 1H), 5.02 (s, 1H), 4.67 (m, 4H), 2.62 (t, J=7.6 Hz, 2H), 1.61 (m, 2H), 1.35 (m, 2H), 0.95 (t, J=7.3 Hz, 3H). M− (ESI): 570.3; M+ (ESI): 572.3. HPLC, Rt: 5.16 min (Purity: 94.1%). Procedure details: 1-(4-methoxy-2-methylphenyl)-4-oxo-6-methyl-2,3,4,5-tetrahydropyrrolo[3,2-c]quinoline (1.0 g, 3.1 mmol) was dissolved in 10 ml of phosphoryl chloride (POCl3) and heated for 2 hours. The reaction mixture was stirred at room temperature for 30 minutes after cooling and addition of ice water. The reaction mixture was extracted with methylene chloride (20 ml×3). After washing with water (15 ml×3), the organic layer was dried by anhydrous magnesium sulfate and filtered, and concentrated under reduced... The reactants are COC1=CC(=C(C=C1)N1CCC=2C(NC=3C(=CC=CC3C21)C)=O)C (1-(4-methoxy-2-methylphenyl)-4-oxo-6-methyl-2,3,4,5-tetrahydropyrrolo[3,2-c]quinoline), P(=O)(Cl)(Cl)Cl (phosphoryl chloride), ice water. The product is COC1=CC(=C(C=C1)N1CCC=2C(=NC=3C(=CC=CC3C21)C)Cl)C (1-(4-methoxy-2-methylphenyl)-4-chloro-6-methyl-2,3-dihydropyrrolo[3,2-c]quinoline). Conditions: time 30 minute. As a reaction SMILES: [CH3:1][O:2][C:3]1[CH:8]=[CH:7][C:6]([N:9]2[C:21]3[C:20]4[CH:19]=[CH:18][CH:17]=[C:16]([CH3:22])[C:15]=4[NH:14][C:13](=O)[C:12]=3[CH2:11][CH2:10]2)=[C:5]([CH3:24])[CH:4]=1.P(Cl)(Cl)([Cl:27])=O>>[CH3:1][O:2][C:3]1[CH:8]=[CH:7][C:6]([N:9]2[C:21]3[C:20]4[CH:19]=[CH:18][CH:17]=[C:16]([CH3:22])[C:15]=4[N:14]=[C:13]([Cl:27])[C:12]=3[CH2:11][CH2:10]2)=[C:5]([CH3:24])[CH:4]=1. Reactants: CCOC(C)=O, CCCCCC, COc1cccc2c1OCC(C(N)=O)O2, O. Yields the product COc1cccc2c1OCC(C(=O)O)O2. As a reaction SMILES: [C:23]([O:24][CH2:25][CH3:26])(=[O:27])[CH3:28].[CH3:17][CH2:18][CH2:19][CH2:20][CH2:21][CH3:22].[CH3:1][O:2][c:3]1[cH:4][cH:5][cH:6][c:7]2[c:12]1[O:11][CH2:10][CH:9]([C:13](=[O:14])[NH2:15])[O:8]2.[OH2:16]>>[CH3:1][O:2][c:3]1[cH:4][cH:5][cH:6][c:7]2[c:12]1[O:11][CH2:10][CH:9]([C:13]([OH:14])=[O:16])[O:8]2. The reactants are NC=1C(=NNC1)C1=NC=2C(=CC=3C(C(N(C3C2)CC)=O)(C)C)N1 (2-(4-amino-1H-pyrazol-3-yl)-5-ethyl-7,7-dimethyl-5,7-dihydro-1H-imidazo[4,5-f]indol-6-one), N1=C(C=NC=C1)C(=O)O (pyrazine-2-carboxylic acid). Yields the product C(C)N1C(C(C=2C=C3C(=CC12)N=C(N3)C3=NNC=C3NC(=O)C3=NC=CN=C3)(C)C)=O (Pyrazine-2-carboxylic acid[3-(5-ethyl-7,7-dimethyl-6-oxo-1,5,6,7-tetrahydro-imidazo[4,5-f]indol-2-yl)-1H-pyrazol-4-yl]-amide), powder. The yield is 6.0%. As a reaction SMILES: [NH2:1][C:2]1[C:3]([C:7]2[NH:23][C:10]3=[CH:11][C:12]4[C:13]([CH3:22])([CH3:21])[C:14](=[O:20])[N:15]([CH2:18][CH3:19])[C:16]=4[CH:17]=[C:9]3[N:8]=2)=[N:4][NH:5][CH:6]=1.[N:24]1[CH:29]=[CH:28][N:27]=[CH:26][C:25]=1[C:30](O)=[O:31]>>[CH2:18]([N:15]1[C:16]2[CH:17]=[C:9]3[N:8]=[C:7]([C:3]4[C:2]([NH:1][C:30]([C:25]5[CH:26]=[N:27][CH:28]=[CH:29][N:24]=5)=[O:31])=[CH:6][NH:5][N:4]=4)[NH:23][C:10]3=[CH:11][C:12]=2[C:13]([CH3:22])([CH3:21])[C:14]1=[O:20])[CH3:19]. Procedure details: Pyrazine-2-carboxylic acid[3-(5-ethyl-7,7-dimethyl-6-oxo-1,5,6,7-tetrahydro-imidazo[4,5-f]indol-2-yl)-1H-pyrazol-4-yl]-amide was prepared using 2-(4-amino-1H-pyrazol-3-yl)-5-ethyl-7,7-dimethyl-5,7-dihydro-1H-imidazo[4,5-f]indol-6-one (250 mg, 0.81 mmol) and pyrazine-2-carboxylic acid (109 mg, 0.89 mmol). The title compound was obtained as yellow powder (19 mg, 6%).